From a dataset of the Open Reaction Database (ORD), a public repository of structured organic reaction records. describe an organic reaction: reactants, conditions, products, and yield Starting materials: C(C)(C)(C)C1=CC=C(C=C1)C1=C(SC(=C1C#N)SC)C(=O)N (3-(4-tert-butyl-phenyl)-4-cyano-5-methylsulfanyl-thiophene-2-carboxylic acid amide), CC#N (CH3CN), [N-]=[N+]=[N-].[Na+] (NaN3), [Si](Cl)(Cl)(Cl)Cl (SiCl4). Solvent: C(Cl)Cl (CH2Cl2). Product: C(C)(C)(C)C1=CC=C(C=C1)C=1C(=C(SC1C1=NN=NN1)SC)C#N (4-(4-tert-Butyl-phenyl)-2-methylsulfanyl-5-(1H-tetrazol-5-yl)-thiophene-3-carbonitrile). As a reaction SMILES: [C:1]([C:5]1[CH:10]=[CH:9][C:8]([C:11]2[C:15]([C:16]#[N:17])=[C:14]([S:18][CH3:19])[S:13][C:12]=2[C:20]([NH2:22])=O)=[CH:7][CH:6]=1)([CH3:4])([CH3:3])[CH3:2].CC#N.[N-:26]=[N+:27]=[N-:28].[Na+].[Si](Cl)(Cl)(Cl)Cl>C(Cl)Cl>[C:1]([C:5]1[CH:10]=[CH:9][C:8]([C:11]2[C:15]([C:16]#[N:17])=[C:14]([S:18][CH3:19])[S:13][C:12]=2[C:20]2[NH:22][N:28]=[N:27][N:26]=2)=[CH:7][CH:6]=1)([CH3:4])([CH3:3])[CH3:2] |f:2.3|. Procedure details: Combine 3-(4-tert-butyl-phenyl)-4-cyano-5-methylsulfanyl-thiophene-2-carboxylic acid amide (0.142 mmol) and 1.5 ml CH3CN with NaN3 (0.43 mmol) and SiCl4 (0.142 mmol) in CH2Cl2 and reflux the mixture for 16 hrs. MS shows desired product and starting material. Conc. to dryness and purification by radial chromatography (Si) on a 1000 micron plate eluting with 5% MeOH/0.5% AcOH/CH2Cl2. Concentrate desired fractions to provide the desired title compound: 1H NMR (400 MHz, CDCl3) δ 7.40 (q, 4H, J=22 Hz...